This data is from the Open Reaction Database (ORD), a public repository of structured organic reaction records. The task is: describe an organic reaction: reactants, conditions, products, and yield The reactants are NC=1N(C(C2(N1)CC(OC1=CC=C(C=C12)Br)C1=CC=CC=C1)=O)C (2′-amino-6-bromo-1′-methyl-2-phenylspiro[chroman-4,4′-imidazol]-5′(1′H)-one), C(C)(=O)NCC=1C=C(C=CC1)B(O)O (3-(acetamidomethyl)phenylboronic acid). The reagents and catalysts are Cl[Pd]([P](C1=CC=CC=C1)(C2=CC=CC=C2)C3=CC=CC=C3)([P](C4=CC=CC=C4)(C5=CC=CC=C5)C6=CC=CC=C6)Cl (Pd(PPh3)2Cl2). Solvent: O1CCOCC1 (1,4-dioxane), C(=O)([O-])[O-].[Cs+].[Cs+] (Cs2CO3). Conditions: temperature 120 celsius. The product is NC=1N(C(C2(N1)CC(OC1=CC=C(C=C12)C=1C=C(CNC(C)=O)C=CC1)C1=CC=CC=C1)=O)C (N-(3-(2′-amino-1′-methyl-5′-oxo-2-phenyl-1′,5′-dihydrospiro-[chroman-4,4′-imidazole]-6-yl)benzyl)acetamide). Yield: 10.6%. Reaction SMILES: [NH2:1][C:2]1[N:3]([CH3:24])[C:4](=[O:23])[C:5]2([C:15]3[C:10](=[CH:11][CH:12]=[C:13](Br)[CH:14]=3)[O:9][CH:8]([C:17]3[CH:22]=[CH:21][CH:20]=[CH:19][CH:18]=3)[CH2:7]2)[N:6]=1.[C:25]([NH:28][CH2:29][C:30]1[CH:31]=[C:32](B(O)O)[CH:33]=[CH:34][CH:35]=1)(=[O:27])[CH3:26]>O1CCOCC1.C([O-])([O-])=O.[Cs+].[Cs+].Cl[Pd](Cl)([P](C1C=CC=CC=1)(C1C=CC=CC=1)C1C=CC=CC=1)[P](C1C=CC=CC=1)(C1C=CC=CC=1)C1C=CC=CC=1>[NH2:1][C:2]1[N:3]([CH3:24])[C:4](=[O:23])[C:5]2([C:15]3[C:10](=[CH:11][CH:12]=[C:13]([C:34]4[CH:35]=[C:30]([CH:31]=[CH:32][CH:33]=4)[CH2:29][NH:28][C:25](=[O:27])[CH3:26])[CH:14]=3)[O:9][CH:8]([C:17]3[CH:22]=[CH:21][CH:20]=[CH:19][CH:18]=3)[CH2:7]2)[N:6]=1 |f:3.4.5,^1:53,72|. Procedure: Pd(PPh3)2Cl2 (10 mg) in a 10 mL CEM test tube under Ar was treated sequentially with 2′-amino-6-bromo-1′-methyl-2-phenylspiro[chroman-4,4′-imidazol]-5′(1′H)-one (20 mg, 0.052 mmol) in 1,4-dioxane (1 mL), Cs2CO3 (2 N, 0.3 mL) and 3-(acetamidomethyl)phenylboronic acid (19.3 mg, 0.1 mmol). The mixture was heated in a microwave reactor at 120° C. for 30 minutes. The reaction mixture was concentrated in vacuo to give the residue, which was purified by preparative TLC to give pure N-(3-(2′-amino-1′-me... The reactants are [OH-].[Na+] (sodium hydroxide), ClC1=C(C=CC=C1)N1CCN(CC1)CCN1C(C2=CC=CC=3C2=C(C1=O)C=CC3)=O (2-[2-[4-(2-chlorophenyl)-1-piperazinyl]ethyl]-1H-benz[de]isoquinoline-1,3(2H)-dione). Product: ClC1=C(C=CC=C1)N1CCN(CC1)CCN1CC2=CC=CC=3C2=C(C1)C=CC3 (2-[2-[4-(2-Chlorophenyl)-1-piperazinyl]ethyl]-1H-benz[de]-isoquinoline). RXN SMILES: [OH-].[Na+].[Cl:3][C:4]1[CH:9]=[CH:8][CH:7]=[CH:6][C:5]=1[N:10]1[CH2:15][CH2:14][N:13]([CH2:16][CH2:17][N:18]2[C:27](=O)[C:26]3[CH:29]=[CH:30][CH:31]=[C:24]4[C:25]=3[C:20](=[CH:21][CH:22]=[CH:23]4)[C:19]2=O)[CH2:12][CH2:11]1>>[Cl:3][C:4]1[CH:9]=[CH:8][CH:7]=[CH:6][C:5]=1[N:10]1[CH2:11][CH2:12][N:13]([CH2:16][CH2:17][N:18]2[CH2:27][C:26]3[CH:29]=[CH:30][CH:31]=[C:24]4[C:25]=3[C:20](=[CH:21][CH:22]=[CH:23]4)[CH2:19]2)[CH2:14][CH2:15]1 |f:0.1|. Procedure: Following the procedure of example 88(a) but substituting 5.2 g. (0.026 mole) of 1-(o-chlorophenyl)piperazine for the N-phenylpiperazine, one obtains the hydrochloride salt of 2-[2-[4-(2-chlorophenyl)-1-piperazinyl]ethyl]-1H-benz[de]-isoquinoline-1,3(2H)-dione. This salt is neutralized with aqueous sodium hydroxide and extracted with chloroform. The chloroform solution is dried (Na2SO4), concentrated to 200 ml. and allowed to stand open to the air. The product slowly crystallizes and is removed ... The reactants are S1C(=NC=C1)C(=N)N (thiazole-2-carboxamidine), BrC1=C(C=O)C=CC(=C1)F (2-bromo-4-fluorobenzaldehyde), N1[C@@H](COCC1)C(=O)O ((S)-morpholine-3-carboxylic acid), FC1(C[C@H](NC1)C(=O)O)F ((S)-4,4-difluoro-pyrrolidine-2-carboxylic acid), CC1=C(N=CO1)C(=N)N (5-methyl-oxazole-4-carboxamidine), C(CC(=O)C)(=O)OCC (ethyl acetoacetate), C(CC(=O)C)(=O)OC (methyl acetoacetate). The product is BrC1=C(C=CC(=C1)F)[C@H]1C(=C(NC(=N1)C=1N=COC1C)CN1[C@@H](COCC1)C(=O)O)C(=O)OCC ((S)-4-[(R)-6-(2-Bromo-4-fluoro-phenyl)-5-ethoxycarbonyl-2-(5-methyl-oxazol-4-yl)-3,6-dihydro-pyrimidin-4-ylmethyl]-morpholine-3-carboxylic acid). RXN SMILES: [Br:1][C:2]1[CH:9]=[C:8]([F:10])[CH:7]=[CH:6][C:3]=1[CH:4]=O.[CH3:11][C:12]1[O:16][CH:15]=[N:14][C:13]=1[C:17]([NH2:19])=[NH:18].[C:20]([O:26][CH2:27][CH3:28])(=[O:25])[CH2:21][C:22]([CH3:24])=O.[NH:29]1[CH2:34][CH2:33][O:32][CH2:31][C@H:30]1[C:35]([OH:37])=[O:36].S1C=CN=C1C(N)=N.C(OC)(=O)CC(C)=O.FC1(F)CN[C@H](C(O)=O)C1>>[Br:1][C:2]1[CH:9]=[C:8]([F:10])[CH:7]=[CH:6][C:3]=1[C@@H:4]1[N:19]=[C:17]([C:13]2[N:14]=[CH:15][O:16][C:12]=2[CH3:11])[NH:18][C:22]([CH2:24][N:29]2[CH2:34][CH2:33][O:32][CH2:31][C@H:30]2[C:35]([OH:37])=[O:36])=[C:21]1[C:20]([O:26][CH2:27][CH3:28])=[O:25]. Reported procedure: The title compound was prepared in analogy to Example 1 with Procedure A shown in Scheme 4 by using 2-bromo-4-fluorobenzaldehyde, 5-methyl-oxazole-4-carboxamidine (Compound AB), ethyl acetoacetate and (S)-morpholine-3-carboxylic acid instead of 2-chloro-4-fluorobenzaldehyde, thiazole-2-carboxamidine, methyl acetoacetate and (S)-4,4-difluoro-pyrrolidine-2-carboxylic acid. The stereochemistry of Example 69 was determined by comparing its 1H NMR data and HPLC retention time with Example 2. Reactants: CCOC(CN)OCC, CC(=O)[O-], COC(=O)c1ccccc1C=C(C)[N+](=O)[O-], CC#N, [Na+]. The product is CCOC(CN1C(=O)c2ccccc2C1C(C)[N+](=O)[O-])OCC. As a reaction SMILES: [CH2:22]([CH3:23])[O:24][CH:25]([CH2:26][NH2:27])[O:28][CH2:29][CH3:30].[CH3:18][C:19](=[O:20])[O-:21].[CH3:1][O:2][C:3]([c:4]1[c:5]([CH:10]=[C:11]([CH3:12])[N+:13](=[O:14])[O-:15])[cH:6][cH:7][cH:8][cH:9]1)=[O:16].[CH3:31][C:32]#[N:33].[Na+:17]>>[C:3]1(=[O:16])[c:4]2[c:5]([cH:6][cH:7][cH:8][cH:9]2)[CH:10]([CH:11]([CH3:12])[N+:13](=[O:14])[O-:15])[N:27]1[CH2:26][CH:25]([O:24][CH2:22][CH3:23])[O:28][CH2:29][CH3:30].